This data is from the Open Reaction Database (ORD), a public repository of structured organic reaction records. The task is: describe an organic reaction: reactants, conditions, products, and yield The reactants are ClC1=NC(=NC2=CC=CC=C12)C1=CC(=C(C=C1)Cl)Cl (4-chloro-2-(3,4-dichlorophenyl)quinazoline), OC(CN)CO (2,3-dihydroxypropylamine). The solvent is O (water), CN(C=O)C (dimethylformamide). Run at time 4 hour. Product: ClC=1C=C(C=CC1Cl)C1=NC2=CC=CC=C2C(=N1)NCC(CO)O (2-(3,4-Dichlorophenyl)-4-(2,3-dihydroxypropylamino)quinazoline). RXN SMILES: Cl[C:2]1[C:11]2[C:6](=[CH:7][CH:8]=[CH:9][CH:10]=2)[N:5]=[C:4]([C:12]2[CH:17]=[CH:16][C:15]([Cl:18])=[C:14]([Cl:19])[CH:13]=2)[N:3]=1.[OH:20][CH:21]([CH2:24][OH:25])[CH2:22][NH2:23]>CN(C)C=O.O>[Cl:19][C:14]1[CH:13]=[C:12]([C:4]2[N:3]=[C:2]([NH:23][CH2:22][CH:21]([OH:20])[CH2:24][OH:25])[C:11]3[C:6](=[CH:7][CH:8]=[CH:9][CH:10]=3)[N:5]=2)[CH:17]=[CH:16][C:15]=1[Cl:18]. Procedure: A mixture of 46.5 g. (0.15 mole) of 4-chloro-2-(3,4-dichlorophenyl)quinazoline in 500 ml of dimethylformamide and 29 g (0.31 mole) of 2,3-dihydroxypropylamine was heated on a steam bath with stirring for 4 hrs. Diluted the mixture with water until turbid and cooled in an ice bath. The colorless solid was filtered and recrystallized from methyl alcohol (Darco). The product was collected as colorless needles melting at 155°-160° (with previous softening) in a yield of 49 g. (90%). Further recrysta... Reactants: CCCCCCN1CC2C(C1)C2(C)c1cccc(N)c1, COCCS(=O)(=O)Cl, ClCCl, c1ccncc1. The product is CCCCCCN1CC2C(C1)C2(C)c1cccc(NS(=O)(=O)CCOC)c1. RXN SMILES: [CH2:1]([CH2:2][CH2:3][CH2:4][CH2:5][CH3:6])[N:7]1[CH2:8][CH:9]2[C:10]([CH3:13])([c:14]3[cH:15][c:16]([NH2:20])[cH:17][cH:18][cH:19]3)[CH:11]2[CH2:12]1.[CH3:27][O:28][CH2:29][CH2:30][S:31](=[O:32])(=[O:33])[Cl:34].[Cl:35][CH2:36][Cl:37].[cH:21]1[cH:22][cH:23][n:24][cH:25][cH:26]1>>[CH2:1]([CH2:2][CH2:3][CH2:4][CH2:5][CH3:6])[N:7]1[CH2:8][CH:9]2[C:10]([CH3:13])([c:14]3[cH:15][c:16]([NH:20][S:31]([CH2:30][CH2:29][O:28][CH3:27])(=[O:32])=[O:33])[cH:17][cH:18][cH:19]3)[CH:11]2[CH2:12]1. The reactants are N#Cc1ccc2[nH]ccc2c1, CO, Cl, NO, [Na+], O=C([O-])O. The product is N=C(NO)c1ccc2[nH]ccc2c1. RXN SMILES: [C:1](#[N:2])[c:3]1[cH:4][c:5]2[cH:6][cH:7][nH:8][c:9]2[cH:10][cH:11]1.[CH3:20][OH:21].[ClH:14].[NH2:12][OH:13].[Na+:19].[O-:15][C:16]([OH:17])=[O:18]>>[C:1](=[NH:2])([c:3]1[cH:4][c:5]2[cH:6][cH:7][nH:8][c:9]2[cH:10][cH:11]1)[NH:12][OH:13]. Reactants: ClCCl, O=C(O)C(F)(F)F, Cc1cc(C(=O)N(CC(C)C)CC(C)C)c(O)c(=O)n1CC(=O)OC(C)(C)C. Yields the product Cc1cc(C(=O)N(CC(C)C)CC(C)C)c(O)c(=O)n1CC(=O)O. RXN SMILES: [Cl:36][CH2:37][Cl:38].[F:29][C:30]([F:31])([F:32])[C:33]([OH:34])=[O:35].[OH:1][c:2]1[c:3](=[O:28])[n:4]([CH2:20][C:21](=[O:22])[O:23][C:24]([CH3:25])([CH3:26])[CH3:27])[c:5]([CH3:19])[cH:6][c:7]1[C:8](=[O:9])[N:10]([CH2:11][CH:12]([CH3:13])[CH3:14])[CH2:15][CH:16]([CH3:17])[CH3:18]>>[OH:1][c:2]1[c:3](=[O:28])[n:4]([CH2:20][C:21](=[O:22])[OH:23])[c:5]([CH3:19])[cH:6][c:7]1[C:8](=[O:9])[N:10]([CH2:11][CH:12]([CH3:13])[CH3:14])[CH2:15][CH:16]([CH3:17])[CH3:18]. Reactants: CC=1NC=2C(CCCC2C1C(=O)O)=O (2-methyl-7-oxo-4,5,6,7-tetrahydro-1H-indole-3-carboxylic acid), CN(CCCN)C (N1,N1-dimethylpropane-1,3-diamine). Yields the product CN(CCCNC(=O)C1=C(NC=2C(CCCC12)=O)C)C (N-(3-(dimethylamino)propyl)-2-methyl-7-oxo-4,5,6,7-tetrahydro-1H-indole-3-carboxamide). The yield is 82.9%. Reaction SMILES: [CH3:1][C:2]1[NH:3][C:4]2[C:5](=[O:14])[CH2:6][CH2:7][CH2:8][C:9]=2[C:10]=1[C:11]([OH:13])=O.[CH3:15][N:16]([CH3:21])[CH2:17][CH2:18][CH2:19][NH2:20]>>[CH3:15][N:16]([CH3:21])[CH2:17][CH2:18][CH2:19][NH:20][C:11]([C:10]1[C:9]2[CH2:8][CH2:7][CH2:6][C:5](=[O:14])[C:4]=2[NH:3][C:2]=1[CH3:1])=[O:13]. Procedure details: Similar procedure as Example 2, 2-methyl-7-oxo-4,5,6,7-tetrahydro-1H-indole-3-carboxylic acid (S4) 0.2 g (1.0 mmol) and N1,N1-dimethylpropane-1,3-diamine 0.21 g (2.1 mmol) was reacted to give 0.23 g (83%) of the titled compound as a white solid.